The task is: describe an organic reaction: reactants, conditions, products, and yield. This data is from the Open Reaction Database (ORD), a public repository of structured organic reaction records. Reactants: O[C@@H]1CN(C[C@H]1OC1=CC=CC=C1)C(=O)OCC1=CC=CC=C1 (trans-3-hydroxy-4-phenoxy-1-carbobenzyloxy-pyrrolidine). Reagents/catalysts: [Pd] (palladium-on-charcoal). Run in C(C)O (ethanol). Product: O[C@@H]1CNC[C@H]1OC1=CC=CC=C1 (trans-3-hydroxy-4-phenoxy-pyrrolidine). Reaction SMILES: [OH:1][C@H:2]1[C@H:6]([O:7][C:8]2[CH:13]=[CH:12][CH:11]=[CH:10][CH:9]=2)[CH2:5][N:4](C(OCC2C=CC=CC=2)=O)[CH2:3]1>C(O)C.[Pd]>[OH:1][C@H:2]1[C@H:6]([O:7][C:8]2[CH:13]=[CH:12][CH:11]=[CH:10][CH:9]=2)[CH2:5][NH:4][CH2:3]1. Reported procedure: 28.2 g (0.09 mol) of trans-3-hydroxy-4-phenoxy-1-carbobenzyloxy-pyrrolidine are dissolved in 280 ml of ethanol and hydrogenated in the presence of 3 g of a 5% strength palladium-on-charcoal catalyst under normal pressure and at room temperature. After the absorption of hydrogen has ceased, the catalyst is filtered off by means of diatomaceous earth and the filtrate is evaporated under a water pump vacuum. The residue is crystallised from methanol/ether and gives trans-3-hydroxy-4-phenoxy-pyrroli... Reactants: CNC(=O)C=1C(C(=C(N(C1)C(C)C1=NC=C(C=C1)Br)C)C1=CC(=NC=C1)C(F)(F)F)=O (1-[1-(5-Bromo-pyridin-2-yl)-ethyl]-2-methyl-4-oxo-2′-trifluoromethyl-1,4-dihydro-[3,4′]bipyridinyl-5-carboxylic acid methylamide), CNC(=O)C=1C(C(=C(N(C1)C(CC)C1=CC=C(C=C1)Br)C)C1=CC(=NC=C1)C(F)(F)F)=O (1-[1-(4-Bromo-phenyl)-propyl]-2-methyl-4-oxo-2′-trifluoromethyl-1,4-dihydro-[3,4′]bipyridinyl-5-carboxylic acid methylamide), ( Z011_S03 ). Product: CNC(=O)C=1C(C(=C(N(C1)C(CC)C1=CC=C(C=C1)C#N)C)C1=CC(=NC=C1)C(F)(F)F)=O (1-[1-(4-Cyano-phenyl)-propyl]-2-methyl-4-oxo-2′-trifluoromethyl-1,4-dihydro-[3,4′]bipyridinyl-5-carboxylic acid methylamide). RXN SMILES: [CH3:1][NH:2]C(C1C(=O)C(C2C=CN=C(C(F)(F)F)C=2)=C(C)N(C(C2C=CC(Br)=CN=2)C)C=1)=O.[CH3:32][NH:33][C:34]([C:36]1[C:37](=[O:63])[C:38]([C:53]2[CH:58]=[CH:57][N:56]=[C:55]([C:59]([F:62])([F:61])[F:60])[CH:54]=2)=[C:39]([CH3:52])[N:40]([CH:42]([C:45]2[CH:50]=[CH:49][C:48](Br)=[CH:47][CH:46]=2)[CH2:43][CH3:44])[CH:41]=1)=[O:35]>>[CH3:32][NH:33][C:34]([C:36]1[C:37](=[O:63])[C:38]([C:53]2[CH:58]=[CH:57][N:56]=[C:55]([C:59]([F:62])([F:61])[F:60])[CH:54]=2)=[C:39]([CH3:52])[N:40]([CH:42]([C:45]2[CH:50]=[CH:49][C:48]([C:1]#[N:2])=[CH:47][CH:46]=2)[CH2:43][CH3:44])[CH:41]=1)=[O:35]. Procedure: Example 36 is prepared as described for Example 15, substituting preparation 15b with preparation 36b. ESI mass spectrum: [M+H]+=455; Retention time HPLC: 0.85 min (Z011_S03). Starting materials: Brc1cnc(I)nc1, O=C([O-])[O-], Cc1ccccc1, CCOC(C)=O, [Na+], [Na+], OCC=Cc1ccc(B(O)O)cc1, c1ccc(P(c2ccccc2)(c2ccccc2)[Pd](P(c2ccccc2)(c2ccccc2)c2ccccc2)(P(c2ccccc2)(c2ccccc2)c2ccccc2)P(c2ccccc2)(c2ccccc2)c2ccccc2)cc1. The product is OCC=Cc1ccc(-c2ncc(Br)cn2)cc1. As a reaction SMILES: [Br:7][c:8]1[cH:9][n:10][c:11]([I:14])[n:12][cH:13]1.[C:1](=[O:2])([O-:3])[O-:4].[CH3:28][c:29]1[cH:30][cH:31][cH:32][cH:33][cH:34]1.[CH3:35][CH2:36][O:37][C:38](=[O:39])[CH3:40].[Na+:5].[Na+:6].[OH:15][CH2:16][CH:17]=[CH:18][c:19]1[cH:20][cH:21][c:22]([B:25]([OH:26])[OH:27])[cH:23][cH:24]1.[cH:41]1[cH:42][cH:43][c:44]([P:45]([Pd:46]([P:47]([c:48]2[cH:49][cH:50][cH:51][cH:52][cH:53]2)([c:54]2[cH:55][cH:56][cH:57][cH:58][cH:59]2)[c:60]2[cH:61][cH:62][cH:63][cH:64][cH:65]2)([P:66]([c:67]2[cH:68][cH:69][cH:70][cH:71][cH:72]2)([c:73]2[cH:74][cH:75][cH:76][cH:77][cH:78]2)[c:79]2[cH:80][cH:81][cH:82][cH:83][cH:84]2)[P:85]([c:86]2[cH:87][cH:88][cH:89][cH:90][cH:91]2)([c:92]2[cH:93][cH:94][cH:95][cH:96][cH:97]2)[c:98]2[cH:99][cH:100][cH:101][cH:102][cH:103]2)([c:104]2[cH:105][cH:106][cH:107][cH:108][cH:109]2)[c:110]2[cH:111][cH:112][cH:113][cH:114][cH:115]2)[cH:116][cH:117]1>>[Br:7][c:8]1[cH:9][n:10][c:11](-[c:22]2[cH:21][cH:20][c:19]([CH:18]=[CH:17][CH2:16][OH:15])[cH:24][cH:23]2)[n:12][cH:13]1. Starting materials: [Na+].[Cl-] (NaCl), ClCC(=O)C1=C(C=CC(=C1)C)C (2-chloro-1-(2,5-dimethylphenyl)ethanone), C(CO)O (ethylene glycol), p-TsOH hydrate. Run in C=1(C(=CC=CC1)C)C (xylene), O (water), C=1(C(=CC=CC1)C)C (xylene). Conditions: time 3 hour. The product is ClCC1(OCCO1)C1=C(C=CC(=C1)C)C (2-Chloromethyl-2-(2,5-dimethylphenyl)-[1,3]-dioxolane). Yield: 80.9%. Reaction SMILES: [Cl:1][CH2:2][C:3]([C:5]1[CH:10]=[C:9]([CH3:11])[CH:8]=[CH:7][C:6]=1[CH3:12])=[O:4].[CH2:13](O)[CH2:14][OH:15].[Na+].[Cl-]>C1(C)C(C)=CC=CC=1.O>[Cl:1][CH2:2][C:3]1([C:5]2[CH:10]=[C:9]([CH3:11])[CH:8]=[CH:7][C:6]=2[CH3:12])[O:15][CH2:14][CH2:13][O:4]1 |f:2.3|. Procedure details: A mixture of 18.3 g [0.1 mol] of 2-chloro-1-(2,5-dimethylphenyl)ethanone, 12.6 g [0.2 mol] of ethylene glycol, 1.9 g [0.01 mol] of p-TsOH hydrate and 100 ml of xylene is heated to boiling with a water trap for about 3 hours. 40 ml of water and 20 ml of saturated aqueous NaCl solution are then added to the reaction mixture at room temperature. After addition of 20 ml of xylene, the organic phase is separated off and extracted with 20 ml each of water and saturated aqueous NaCl solution. The organ... The reactants are C1CCOC1, COC(=O)c1ccc(OC)c(S(=O)(=O)Nc2ccccc2NS(=O)(=O)c2cc3ccccc3s2)c1, CO, [Na+], [OH-]. Yields the product COc1ccc(C(=O)O)cc1S(=O)(=O)Nc1ccccc1NS(=O)(=O)c1cc2ccccc2s1. Reaction SMILES: [CH2:36]1[O:37][CH2:38][CH2:39][CH2:40]1.[CH3:1][O:2][C:3]([c:4]1[cH:5][c:6]([S:12]([NH:13][c:14]2[c:15]([NH:20][S:21](=[O:22])(=[O:23])[c:24]3[cH:25][c:26]4[c:27]([s:28]3)[cH:29][cH:30][cH:31][cH:32]4)[cH:16][cH:17][cH:18][cH:19]2)(=[O:33])=[O:34])[c:7]([O:10][CH3:11])[cH:8][cH:9]1)=[O:35].[CH3:41][OH:42].[Na+:44].[OH-:43]>>[O:2]=[C:3]([c:4]1[cH:5][c:6]([S:12]([NH:13][c:14]2[c:15]([NH:20][S:21](=[O:22])(=[O:23])[c:24]3[cH:25][c:26]4[c:27]([s:28]3)[cH:29][cH:30][cH:31][cH:32]4)[cH:16][cH:17][cH:18][cH:19]2)(=[O:33])=[O:34])[c:7]([O:10][CH3:11])[cH:8][cH:9]1)[OH:35]. Reactants: CCOC(C)=O, Fc1ccc(-c2n[nH]c3ccc(C#Cc4ccccc4)cc23)cc1, [Pd], c1ccc2ncccc2c1. Yields the product Fc1ccc(-c2n[nH]c3ccc(C=Cc4ccccc4)cc23)cc1. Reaction SMILES: [CH3:35][CH2:36][O:37][C:38](=[O:39])[CH3:40].[F:1][c:2]1[cH:3][cH:4][c:5](-[c:8]2[n:9][nH:10][c:11]3[cH:12][cH:13][c:14]([C:17]#[C:18][c:19]4[cH:20][cH:21][cH:22][cH:23][cH:24]4)[cH:15][c:16]23)[cH:6][cH:7]1.[Pd:41].[cH:25]1[cH:26][c:27]2[c:28]([n:29][cH:30][cH:31][cH:32]2)[cH:33][cH:34]1>>[F:1][c:2]1[cH:3][cH:4][c:5](-[c:8]2[n:9][nH:10][c:11]3[cH:12][cH:13][c:14]([CH:17]=[CH:18][c:19]4[cH:20][cH:21][cH:22][cH:23][cH:24]4)[cH:15][c:16]23)[cH:6][cH:7]1.